This data is from the Open Reaction Database (ORD), a public repository of structured organic reaction records. The task is: describe an organic reaction: reactants, conditions, products, and yield Reactants: O=C([O-])[O-], CN(C)C=O, CI, [K+], [K+], CC(C)CCN1C(=O)C(C2=NS(=O)(=O)c3cc(NS(C)(=O)=O)ccc3N2)=C(O)C2C3CCC(C3)C21. Product: CC(C)CCN1C(=O)C(C2=NS(=O)(=O)c3cc(N(C)S(C)(=O)=O)ccc3N2)=C(O)C2C3CCC(C3)C21. RXN SMILES: [C:36](=[O:37])([O-:38])[O-:39].[CH3:44][N:45]([CH3:46])[CH:47]=[O:48].[I:42][CH3:43].[K+:40].[K+:41].[OH:1][C:2]1=[C:3]([C:19]2=[N:20][S:21](=[O:34])(=[O:35])[c:22]3[c:23]([cH:25][cH:26][c:27]([NH:29][S:30](=[O:31])(=[O:32])[CH3:33])[cH:28]3)[NH:24]2)[C:4](=[O:18])[N:5]([CH2:13][CH2:14][CH:15]([CH3:16])[CH3:17])[CH:6]2[CH:7]3[CH2:8][CH2:9][CH:10]([CH:11]12)[CH2:12]3>>[OH:1][C:2]1=[C:3]([C:19]2=[N:20][S:21](=[O:34])(=[O:35])[c:22]3[c:23]([cH:25][cH:26][c:27]([N:29]([S:30](=[O:31])(=[O:32])[CH3:33])[CH3:36])[cH:28]3)[NH:24]2)[C:4](=[O:18])[N:5]([CH2:13][CH2:14][CH:15]([CH3:16])[CH3:17])[CH:6]2[CH:7]3[CH2:8][CH2:9][CH:10]([CH:11]12)[CH2:12]3. Isolated yield 79.1%. RXN SMILES: [CH3:1][O:2][C:3]1[CH:11]=[CH:10][C:6]([CH2:7][CH2:8][OH:9])=[CH:5][CH:4]=1.Cl[CH2:13][C:14]([OH:16])=[O:15]>C1(C)C=CC=CC=1>[CH3:1][O:2][C:3]1[CH:11]=[CH:10][C:6]([CH2:7][CH2:8][O:9][CH2:13][C:14]([OH:16])=[O:15])=[CH:5][CH:4]=1. Reactants: COC1=CC=C(CCO)C=C1 (4-methoxyphenethyl alcohol), ClCC(=O)O (chloroacetic acid). Yields the product COC1=CC=C(C=C1)CCOCC(=O)O (2-(4-methoxyphenyl)ethoxyacetic acid). Reported procedure: 6.08 g of 4-methoxyphenethyl alcohol were reacted with 3.8 g of chloroacetic acid in a manner analogous to that described in Example 4(a) to give 6.64 g (79%) of 2-(4-methoxyphenyl)ethoxyacetic acid of melting point 82°-84° C. (from toluene). Run in C1(=CC=CC=C1)C (toluene). The reactants are CCOC(=O)C1(NC(=O)c2cccc(C)c2OC2CCC2)Cc2ccccc2C1, C1COCCO1, CO, [Li+], [OH-], O. The product is Cc1cccc(C(=O)NC2(C(=O)O)Cc3ccccc3C2)c1OC1CCC1. Reaction SMILES: [CH2:1]([CH3:2])[O:3][C:4](=[O:5])[C:6]1([NH:15][C:16]([c:17]2[c:18]([O:24][CH:25]3[CH2:26][CH2:27][CH2:28]3)[c:19]([CH3:23])[cH:20][cH:21][cH:22]2)=[O:29])[CH2:7][c:8]2[cH:9][cH:10][cH:11][cH:12][c:13]2[CH2:14]1.[CH2:30]1[O:31][CH2:32][CH2:33][O:34][CH2:35]1.[CH3:36][OH:37].[Li+:39].[OH-:38].[OH2:40]>>[O:3]=[C:4]([OH:5])[C:6]1([NH:15][C:16]([c:17]2[c:18]([O:24][CH:25]3[CH2:26][CH2:27][CH2:28]3)[c:19]([CH3:23])[cH:20][cH:21][cH:22]2)=[O:29])[CH2:7][c:8]2[cH:9][cH:10][cH:11][cH:12][c:13]2[CH2:14]1. Reactants: C1(=CC=CC=C1)OC(NC1=CC(=C(C=C1)S(=O)(=O)C(C)C)CN(C)C(=O)OC(C)(C)C)=O ([3-[(tert-Butoxycarbonyl-methyl-amino)-methyl]-4-(propane-2-sulfonyl)-phenyl]-carbamic acid phenyl ester), BrC1=CC(=C(C=C1)CCCC(=O)NC=1C=CC(=C(CN(C(OC(C)(C)C)=O)C)C1)SC(C)C)CC (tert-Butyl 5-(4-(4-bromo-2-ethylphenyl)butanamido)-2-(isopropylthio)benzyl(methyl)carbamate), C1=CC(=CC(=C1)Cl)C(=O)OO (mCPBA). Product: BrC1=CC(=C(C=C1)CCCC(=O)NC=1C=CC(=C(CN(C(OC(C)(C)C)=O)C)C1)S(=O)(=O)C(C)C)CC (tert-Butyl 5-(4-(4-bromo-2-ethylphenyl)butanamido)-2-(isopropylsulfonyl)benzyl(methyl)carbamate). Yield: 69.0%. RXN SMILES: C1([O:7][C:8](=O)[NH:9][C:10]2[CH:15]=[CH:14][C:13]([S:16]([CH:19]([CH3:21])[CH3:20])(=[O:18])=[O:17])=[C:12]([CH2:22][N:23]([C:25]([O:27][C:28]([CH3:31])([CH3:30])[CH3:29])=[O:26])[CH3:24])[CH:11]=2)C=CC=CC=1.[Br:33][C:34]1[CH:39]=[CH:38][C:37]([CH2:40][CH2:41][CH2:42]C(NC2C=CC(SC(C)C)=C(C=2)CN(C)C(=O)OC(C)(C)C)=O)=[C:36]([CH2:66][CH3:67])[CH:35]=1.C1C=C(Cl)C=C(C(OO)=O)C=1>>[Br:33][C:34]1[CH:39]=[CH:38][C:37]([CH2:40][CH2:41][CH2:42][C:8]([NH:9][C:10]2[CH:15]=[CH:14][C:13]([S:16]([CH:19]([CH3:21])[CH3:20])(=[O:17])=[O:18])=[C:12]([CH:11]=2)[CH2:22][N:23]([CH3:24])[C:25](=[O:26])[O:27][C:28]([CH3:31])([CH3:30])[CH3:29])=[O:7])=[C:36]([CH2:66][CH3:67])[CH:35]=1. Procedure details: Using a procedure analogous to that described for the preparation of 16G, 21B (0.700 g, 1.25 mmol) was reacted with mCPBA (0.695 g, 3.10 mmol) to give 21C (0.513 g, 69%). MS (ESI) m/z 595, 597.4 (M+H)+. Reaction SMILES: [C:1](=[O:2])([O-:3])[O-:4].[CH3:41][S:42]([CH3:43])=[O:44].[CH3:7][O:8][C:9]([CH2:10][O:11][c:12]1[c:13]([CH3:36])[cH:14][c:15]([NH:18][CH2:19][c:20]2[c:21]([CH3:35])[n:22][c:23](-[c:25]3[cH:26][cH:27][c:28]([C:31]([F:32])([F:33])[F:34])[cH:29][cH:30]3)[s:24]2)[cH:16][cH:17]1)=[O:37].[I:38][CH2:39][CH3:40].[K+:5].[K+:6]>>[CH3:7][O:8][C:9]([CH2:10][O:11][c:12]1[c:13]([CH3:36])[cH:14][c:15]([N:18]([CH2:19][c:20]2[c:21]([CH3:35])[n:22][c:23](-[c:25]3[cH:26][cH:27][c:28]([C:31]([F:32])([F:33])[F:34])[cH:29][cH:30]3)[s:24]2)[CH2:39][CH3:40])[cH:16][cH:17]1)=[O:37]. The reactants are O=C([O-])[O-], CS(C)=O, COC(=O)COc1ccc(NCc2sc(-c3ccc(C(F)(F)F)cc3)nc2C)cc1C, CCI, [K+], [K+]. The product is CCN(Cc1sc(-c2ccc(C(F)(F)F)cc2)nc1C)c1ccc(OCC(=O)OC)c(C)c1. Starting materials: C(=O)(C(F)(F)F)O (TFA), C(C)(=O)NC=1C(=C2C3=C(C(N(C(C3=CC=C2)=O)OC(C)(C)C)=O)C1)N1CCCC1 (5-acetamido-2-tert-butyloxy-6-(pyrrolidin-1-yl)-benzo[de]isoquinoline-1,3-dione). Reaction conditions: time 8 hour. Product: C(C)(=O)NC=1C(=C2C3=C(C(N(C(C3=CC=C2)=O)O)=O)C1)N1CCCC1 (5-Acetamido-2-hydroxy-6-(pyrrolidin-1yl)-benzo[de]isoquinoline-1,3-dione). Isolated yield 0.0%. As a reaction SMILES: C(O)(C(F)(F)F)=O.[C:8]([NH:11][C:12]1[C:13]([N:32]2[CH2:36][CH2:35][CH2:34][CH2:33]2)=[C:14]2[CH:23]=[CH:22][CH:21]=[C:20]3[C:15]2=[C:16]([CH:31]=1)[C:17](=[O:30])[N:18]([O:25]C(C)(C)C)[C:19]3=[O:24])(=[O:10])[CH3:9]>>[C:8]([NH:11][C:12]1[C:13]([N:32]2[CH2:36][CH2:35][CH2:34][CH2:33]2)=[C:14]2[CH:23]=[CH:22][CH:21]=[C:20]3[C:15]2=[C:16]([CH:31]=1)[C:17](=[O:30])[N:18]([OH:25])[C:19]3=[O:24])(=[O:10])[CH3:9]. Procedure details: Following the procedure from Example 62, TFA (1.0 mL) and 5-acetamido-2-tert-butyloxy-6-(pyrrolidin-1-yl)-benzo[de]isoquinoline-1,3-dione (0.2 g, 0.5 mol, from Example Q2) was stirred at room temperature overnight. It was concentrated, and the solid recrystallized from ethanol/ether to give 0.02 g of the title compound, mp 280-284° C. Starting materials: C(OC)(OC)=O (dimethyl carbonate), C(OC)(OC)=O (dimethyl carbonate), N1C=CC2=CC=CC=C12 (indole), COC=1C=C2C=CNC2=CC1 (5-methoxyindole). The product is CN1C=CC2=CC(=CC=C12)OC (1-methyl-5-methoxyindole). RXN SMILES: [C:1](=O)(OC)OC.N1C2C(=CC=CC=2)C=C1.[CH3:16][O:17][C:18]1[CH:19]=[C:20]2[C:24](=[CH:25][CH:26]=1)[NH:23][CH:22]=[CH:21]2>>[CH3:1][N:23]1[C:24]2[C:20](=[CH:19][C:18]([O:17][CH3:16])=[CH:26][CH:25]=2)[CH:21]=[CH:22]1. Procedure: With dimethyl carbonate as a methylating agent, the N-methylation of indole system containing electron-donating groups was also studied. For an example, N-methylation of 5-methoxyindole with dimethyl carbonate at reflux temperature for 5 hours gave 1-methyl-5-methoxyindole in 97% isolated yield. However, other indole substrates, such as gramine, indole-3-methanol, indole3-ethanol and tryptamine gave a complex mixture of unidentified products. These results indicated that N-methylation with dimet... Reactants: Clc1ncnc2[nH]ncc12, O=C1CCC(=O)N1I, CN(C)C=O. Yields the product Clc1ncnc2[nH]nc(I)c12. As a reaction SMILES: [Cl:1][c:2]1[c:3]2[c:4]([n:5][cH:6][n:7]1)[nH:8][n:9][cH:10]2.[I:11][N:12]1[C:13](=[O:14])[CH2:15][CH2:16][C:17]1=[O:18].[O:19]=[CH:20][N:21]([CH3:22])[CH3:23]>>[Cl:1][c:2]1[c:3]2[c:4]([n:5][cH:6][n:7]1)[nH:8][n:9][c:10]2[I:11]. Starting materials: O=S(=O)(NCCCN1CCCC1)c1ccc(Nc2ncc3ccc(Br)cc3n2)cc1, O=C([O-])[O-], CC(C)Cn1cc(B2OC(C)(C)C(C)(C)O2)cn1, COCCOC, [K+], [K+], O. Yields the product CC(C)Cn1cc(-c2ccc3cnc(Nc4ccc(S(=O)(=O)NCCCN5CCCC5)cc4)nc3c2)cn1. Reaction SMILES: [Br:1][c:2]1[cH:3][cH:4][c:5]2[cH:6][n:7][c:8]([NH:12][c:13]3[cH:14][cH:15][c:16]([S:19](=[O:20])(=[O:21])[NH:22][CH2:23][CH2:24][CH2:25][N:26]4[CH2:27][CH2:28][CH2:29][CH2:30]4)[cH:17][cH:18]3)[n:9][c:10]2[cH:11]1.[C:50](=[O:51])([O-:52])[O-:53].[CH2:31]([CH:32]([CH3:33])[CH3:34])[n:35]1[n:36][cH:37][c:38]([B:40]2[O:41][C:42]([CH3:43])([CH3:44])[C:45]([CH3:46])([CH3:47])[O:48]2)[cH:39]1.[CH3:56][O:57][CH2:58][CH2:59][O:60][CH3:61].[K+:54].[K+:55].[OH2:49]>>[c:2]1(-[c:38]2[cH:37][n:36][n:35]([CH2:31][CH:32]([CH3:33])[CH3:34])[cH:39]2)[cH:3][cH:4][c:5]2[cH:6][n:7][c:8]([NH:12][c:13]3[cH:14][cH:15][c:16]([S:19](=[O:20])(=[O:21])[NH:22][CH2:23][CH2:24][CH2:25][N:26]4[CH2:27][CH2:28][CH2:29][CH2:30]4)[cH:17][cH:18]3)[n:9][c:10]2[cH:11]1. The reactants are NC1CC1, CN1CC(C(=O)N(C)Cc2ccc(Cl)c(Cl)c2)=C(O)C1=O. Product: CN(Cc1ccc(Cl)c(Cl)c1)C(=O)C1=C(O)C(=O)N(C2CC2)C1. RXN SMILES: [CH:1]1([NH2:4])[CH2:2][CH2:3]1.[Cl:5][c:6]1[cH:7][c:8]([CH2:9][N:10]([C:11](=[O:12])[C:13]2=[C:17]([OH:18])[C:16](=[O:19])[N:15]([CH3:20])[CH2:14]2)[CH3:21])[cH:22][cH:23][c:24]1[Cl:25]>>[CH:1]1([N:4]2[CH2:14][C:13]([C:11]([N:10]([CH2:9][c:8]3[cH:7][c:6]([Cl:5])[c:24]([Cl:25])[cH:23][cH:22]3)[CH3:21])=[O:12])=[C:17]([OH:18])[C:16]2=[O:19])[CH2:2][CH2:3]1.